Dataset: the Open Reaction Database (ORD), a public repository of structured organic reaction records. Task: describe an organic reaction: reactants, conditions, products, and yield Reactants: NC1=CC=C(C(=O)OCC)C=C1 (Ethyl p-aminobenzoate), C=O (formalin), SCC(=O)O (mercaptoacetic acid), C=1(C(=CC=CC1)C)C (xylene). Solvent: O (water). Product: O=C1N(CSC1)C1=CC=C(C(=O)OCC)C=C1 (ethyl 4-(4-oxo-3-thiazolidinyl)benzoate). RXN SMILES: [NH2:1][C:2]1[CH:12]=[CH:11][C:5]([C:6]([O:8][CH2:9][CH3:10])=[O:7])=[CH:4][CH:3]=1.C=O.[SH:15][CH2:16][C:17]([OH:19])=O.[C:20]1(C)C(C)=CC=CC=1>O>[O:19]=[C:17]1[CH2:16][S:15][CH2:20][N:1]1[C:2]1[CH:3]=[CH:4][C:5]([C:6]([O:8][CH2:9][CH3:10])=[O:7])=[CH:11][CH:12]=1. Reported procedure: Ethyl p-aminobenzoate (7.3 g) was reacted with 37% formalin (formaldehyde in water) (3.2 ml), mercaptoacetic acid (3.0 ml) and xylene (300 ml). This reaction mixture was refluxed and the water formed thereby was removed azeotropically. After all the water was removed, xylene was evaporated under reduced pressure and the residual oil taken up in methylene chloride. Removal of the methylene chloride solvent left an orange solid which was recrystallized from ethanol to give ethyl 4-(4-oxo-3-thiazol... Reactants: N1(CCNCC1)C1=CC=C(C=C1)CCC(=O)OCCCC (n-butyl 3-[4-(piperazin-1-yl)-phenyl]-propionate), C([O-])([O-])=O.[K+].[K+] (potassium carbonate), ClC1=CC=C(CCl)C=C1 (4-chlorobenzyl chloride). The solvent is C(C)#N (acetonitrile). The product is ClC1=CC=C(CN2CCN(CC2)C2=CC=C(C=C2)CCC(=O)OCCCC)C=C1 (n-Butyl 3-{4-[1-(4-chlorobenzyl)-piperazin-4-yl]-phenyl}-propionate). Reaction SMILES: [N:1]1([C:7]2[CH:12]=[CH:11][C:10]([CH2:13][CH2:14][C:15]([O:17][CH2:18][CH2:19][CH2:20][CH3:21])=[O:16])=[CH:9][CH:8]=2)[CH2:6][CH2:5][NH:4][CH2:3][CH2:2]1.C(=O)([O-])[O-].[K+].[K+].[Cl:28][C:29]1[CH:36]=[CH:35][C:32]([CH2:33]Cl)=[CH:31][CH:30]=1>C(#N)C>[Cl:28][C:29]1[CH:36]=[CH:35][C:32]([CH2:33][N:4]2[CH2:3][CH2:2][N:1]([C:7]3[CH:8]=[CH:9][C:10]([CH2:13][CH2:14][C:15]([O:17][CH2:18][CH2:19][CH2:20][CH3:21])=[O:16])=[CH:11][CH:12]=3)[CH2:6][CH2:5]2)=[CH:31][CH:30]=1 |f:1.2.3|. Reported procedure: A mixture of 20.0 g. (68.8 mmole) n-butyl 3-[4-(piperazin-1-yl)-phenyl]-propionate, 200 ml. acetonitrile, 10.4 g. (75.6 mmole) pulverised potassium carbonate and 12.2 g. (75.6 mmole) 4-chlorobenzyl chloride is heated for 36 hours at reflux temperature, filtered with suction and the filtrate evaporated. The residue is taken up in diethyl ether and the hydrochloride precipitated out by adding hydrogen chloride-containing diethyl ether. It is filtered off with suction, recrystallised from isopropan... Procedure: To a solution of {4-[(diisopropylamino)carbonyl]-2-ethoxypyridin-3-yl}boronic acid (8.19 g, 27.8 mmol) in THF (45 mL), were added 2-iodo-4-fluoro-aniline (3 g, 12.7 mmol), sodium carbonate (2.0 M, 10 mL), and tetrakis(triphenylphosphine)palladium (2.93 g, 2.53 mmol). The solution was degassed by bubbling nitrogen through the flask and subsequently heated to 100° C. for 2 hr. The solution was cooled and worked up with EtOAc and water, dried over MgSO4, filtered, and concentrated. Column chromatog... Yields the product NC1=C(C=C(C=C1)F)C1=C(C(=O)N(C(C)C)C(C)C)C=CN=C1OCC (3-(2-Amino-5-fluorophenyl)-2-ethoxy-N,N-diisopropylisonicotinamide). The reagents and catalysts are C=1C=CC(=CC1)[P](C=2C=CC=CC2)(C=3C=CC=CC3)[Pd]([P](C=4C=CC=CC4)(C=5C=CC=CC5)C=6C=CC=CC6)([P](C=7C=CC=CC7)(C=8C=CC=CC8)C=9C=CC=CC9)[P](C=1C=CC=CC1)(C=1C=CC=CC1)C=1C=CC=CC1 (tetrakis(triphenylphosphine)palladium). Run at temperature 100 celsius. Reactants: C(C)(C)N(C(=O)C1=C(C(=NC=C1)OCC)B(O)O)C(C)C ({4-[(diisopropylamino)carbonyl]-2-ethoxypyridin-3-yl}boronic acid), IC1=C(N)C=CC(=C1)F (2-iodo-4-fluoro-aniline), C([O-])([O-])=O.[Na+].[Na+] (sodium carbonate). Run in C1CCOC1 (THF). RXN SMILES: [CH:1]([N:4]([CH:19]([CH3:21])[CH3:20])[C:5]([C:7]1[CH:12]=[CH:11][N:10]=[C:9]([O:13][CH2:14][CH3:15])[C:8]=1B(O)O)=[O:6])([CH3:3])[CH3:2].I[C:23]1[CH:29]=[C:28]([F:30])[CH:27]=[CH:26][C:24]=1[NH2:25].C(=O)([O-])[O-].[Na+].[Na+]>C1COCC1.C1C=CC([P]([Pd]([P](C2C=CC=CC=2)(C2C=CC=CC=2)C2C=CC=CC=2)([P](C2C=CC=CC=2)(C2C=CC=CC=2)C2C=CC=CC=2)[P](C2C=CC=CC=2)(C2C=CC=CC=2)C2C=CC=CC=2)(C2C=CC=CC=2)C2C=CC=CC=2)=CC=1>[NH2:25][C:24]1[CH:23]=[CH:29][C:28]([F:30])=[CH:27][C:26]=1[C:8]1[C:9]([O:13][CH2:14][CH3:15])=[N:10][CH:11]=[CH:12][C:7]=1[C:5]([N:4]([CH:19]([CH3:21])[CH3:20])[CH:1]([CH3:3])[CH3:2])=[O:6] |f:2.3.4,^1:45,47,66,85|.